describe an organic reaction: reactants, conditions, products, and yield From a dataset of the Open Reaction Database (ORD), a public repository of structured organic reaction records. The reactants are NC1=CC=C(C=C1)[C@H]1[C@@H](C1)NC(OC(C)(C)C)=O (tert-butyl ((trans)-2-(4-aminophenyl)cyclopropyl)carbamate), TEA, C(C)(=O)Cl (acetyl chloride). Solvent: ClCCl (dichloromethane), ice. Run at time 2 hour. The product is C(C)(=O)NC1=CC=C(C=C1)[C@H]1[C@@H](C1)NC(OC(C)(C)C)=O (tert-butyl ((trans)-2-(4-acetamidophenyl)cyclopropyl)carbamate). Yield: 76.9%. RXN SMILES: [NH2:1][C:2]1[CH:7]=[CH:6][C:5]([C@@H:8]2[CH2:10][C@H:9]2[NH:11][C:12](=[O:18])[O:13][C:14]([CH3:17])([CH3:16])[CH3:15])=[CH:4][CH:3]=1.[C:19](Cl)(=[O:21])[CH3:20]>ClCCl>[C:19]([NH:1][C:2]1[CH:7]=[CH:6][C:5]([C@@H:8]2[CH2:10][C@H:9]2[NH:11][C:12](=[O:18])[O:13][C:14]([CH3:15])([CH3:17])[CH3:16])=[CH:4][CH:3]=1)(=[O:21])[CH3:20]. Reported procedure: To a cooled solution of tert-butyl ((trans)-2-(4-aminophenyl)cyclopropyl)carbamate (1 g, 4.03 mmol) in dichloromethane (5 mL) was added TEA (0.842 mL, 6.04 mmol), acetyl chloride (0.315 mL, 4.43 mmol) and stirred for 2 h at RT. The reaction mixture was diluted with ice cold water (50 mL) and extracted with DCM (2×50 mL). The combined organic layer was dried over anhydrous sodium sulphate and concentrated. The residue was purified using silica gel (100-200 mesh) column chromatography, compound el... Starting materials: COC=1C=C2C(=CC=NC2=C(C1)N)C (6-Methoxy-4-methyl-8-quinolinamine), amide, BrCCCCCC(=O)Cl (6-bromohexanoyl chloride). The product is BrCCCCCC(=O)NC=1C=C(C=C2C(=CC=NC12)C)OC (6-Bromo-N-(6-methoxy-4-methyl-8-quinolinyl)-hexanamide). As a reaction SMILES: [CH3:1][O:2][C:3]1[CH:4]=[C:5]2[C:10](=[C:11]([NH2:13])[CH:12]=1)[N:9]=[CH:8][CH:7]=[C:6]2[CH3:14].[Br:15][CH2:16][CH2:17][CH2:18][CH2:19][CH2:20][C:21](Cl)=[O:22]>>[Br:15][CH2:16][CH2:17][CH2:18][CH2:19][CH2:20][C:21]([NH:13][C:11]1[CH:12]=[C:3]([O:2][CH3:1])[CH:4]=[C:5]2[C:10]=1[N:9]=[CH:8][CH:7]=[C:6]2[CH3:14])=[O:22]. Procedure details: 6-Methoxy-4-methyl-8-quinolinamine was converted to the title amide by reaction with 6-bromohexanoyl chloride in the usual manner. The reactants are Cl (HCl), ClCCOC1=CC=C(C=C1)I (1-(2-chloro-ethoxy)-4-iodo-benzene), C(C)(C)(C)[Si](OC1=CC=C(C=N1)C=1C(OC2=CC(=CC=C2C1C)OC)O)(C)C (3-[6-(tert-butyl-dimethyl-silanyloxy)-pyridin-3-yl]-7-methoxy-4-methyl-2H-chromen-2-ol), [Li]CCCC (n-BuLi). Run in C1(=CC=CC=C1)C (toluene), O1CCCC1 (tetrahydrofuran), O1CCCC1 (tetrahydrofuran), CCCCCC (hexane). Reaction conditions: time 5 minute. Product: C(C)(C)(C)[Si](OC1=NC=C(C=C1)C=1C(OC2=CC(=CC=C2C1C)OC)C1=CC=C(C=C1)OCCCl)(C)C (2-(tert-Butyl-dimethyl-silanyloxy)-5-{2-[4-(2-chloro-ethoxy)-phenyl]-7-methoxy-4-methyl-2H-chromen-3-yl}-pyridine). As a reaction SMILES: [Cl:1][CH2:2][CH2:3][O:4][C:5]1[CH:10]=[CH:9][C:8](I)=[CH:7][CH:6]=1.[Li]CCCC.[C:17]([Si:21]([CH3:44])([CH3:43])[O:22][C:23]1[N:28]=[CH:27][C:26]([C:29]2[CH:30](O)[O:31][C:32]3[C:37]([C:38]=2[CH3:39])=[CH:36][CH:35]=[C:34]([O:40][CH3:41])[CH:33]=3)=[CH:25][CH:24]=1)([CH3:20])([CH3:19])[CH3:18].Cl>O1CCCC1.C1(C)C=CC=CC=1.CCCCCC>[C:17]([Si:21]([CH3:44])([CH3:43])[O:22][C:23]1[CH:24]=[CH:25][C:26]([C:29]2[CH:30]([C:8]3[CH:9]=[CH:10][C:5]([O:4][CH2:3][CH2:2][Cl:1])=[CH:6][CH:7]=3)[O:31][C:32]3[C:37]([C:38]=2[CH3:39])=[CH:36][CH:35]=[C:34]([O:40][CH3:41])[CH:33]=3)=[CH:27][N:28]=1)([CH3:20])([CH3:19])[CH3:18]. Procedure details: In a single neck, 100 mL round bottom flask was dissolved and stirred 1-(2-chloro-ethoxy)-4-iodo-benzene (530 mg, 1.88 mmol, 5.0 eq), in tetrahydrofuran (5 mL) under nitrogen, and the mixture cooled to −78° C. After 5 minutes of stirring, a hexane solution of n-BuLi (0.75 mL of 2.5 M, 1.88 mmol, 5.0 eq) was added via syringe. The reaction mixture was then stirred for 30 min at about −78° C. A tetrahydrofuran solution of 3-[6-(tert-butyl-dimethyl-silanyloxy)-pyridin-3-yl]-7-methoxy-4-methyl-2H-ch... Starting materials: O=S1(CCN(CC1)CCN[C@]12[C@@H]([C@H]3CC[C@@H]4[C@]5(CC[C@@H](C([C@@H]5CC[C@]4([C@@]3(CC1)C)C)(C)C)C1=CC=C(C(=O)OC)C=C1)C)[C@@H](CC2)C(C)C)=O (methyl 4-((1S,3aS,5aR,5bR,7aS,9S,11aS,11bR,13aR,13bR)-3a-((2-(1,1-dioxidothiomorpholino)ethyl)amino)-1-isopropyl-5a,5b,8,8,11a-pentamethylicosahydro-1H-cyclopenta[a]chrysen-9-yl)benzoate), [OH-].[Na+] (sodium hydroxide). The solvent is O1CCOCC1 (dioxane). Run at temperature 80 celsius. Yields the product O=S1(CCN(CC1)CCN[C@]12[C@@H]([C@H]3CC[C@@H]4[C@]5(CC[C@@H](C([C@@H]5CC[C@]4([C@@]3(CC1)C)C)(C)C)C1=CC=C(C(=O)O)C=C1)C)[C@@H](CC2)C(C)C)=O (4-((1S,3aS,5aR,5bR,7aS,9S,11aS,11bR,13aR,13bR)-3a-((2-(1,1-dioxidothiomorpholino)ethyl)amino)-1-isopropyl-5a,5b,8,8,11a-pentamethylicosahydro-1H-cyclopenta[a]chrysen-9-yl)benzoic acid). Yield: 77.1%. As a reaction SMILES: [O:1]=[S:2]1(=[O:50])[CH2:7][CH2:6][N:5]([CH2:8][CH2:9][NH:10][C@:11]23[CH2:46][CH2:45][C@@H:44]([CH:47]([CH3:49])[CH3:48])[C@@H:12]2[C@@H:13]2[C@@:26]([CH3:29])([CH2:27][CH2:28]3)[C@@:25]3([CH3:30])[C@@H:16]([C@:17]4([CH3:43])[C@@H:22]([CH2:23][CH2:24]3)[C:21]([CH3:32])([CH3:31])[C@@H:20]([C:33]3[CH:42]=[CH:41][C:36]([C:37]([O:39]C)=[O:38])=[CH:35][CH:34]=3)[CH2:19][CH2:18]4)[CH2:15][CH2:14]2)[CH2:4][CH2:3]1.[OH-].[Na+]>O1CCOCC1>[O:50]=[S:2]1(=[O:1])[CH2:7][CH2:6][N:5]([CH2:8][CH2:9][NH:10][C@:11]23[CH2:46][CH2:45][C@@H:44]([CH:47]([CH3:48])[CH3:49])[C@@H:12]2[C@@H:13]2[C@@:26]([CH3:29])([CH2:27][CH2:28]3)[C@@:25]3([CH3:30])[C@@H:16]([C@:17]4([CH3:43])[C@@H:22]([CH2:23][CH2:24]3)[C:21]([CH3:32])([CH3:31])[C@@H:20]([C:33]3[CH:34]=[CH:35][C:36]([C:37]([OH:39])=[O:38])=[CH:41][CH:42]=3)[CH2:19][CH2:18]4)[CH2:15][CH2:14]2)[CH2:4][CH2:3]1 |f:1.2|. Reported procedure: A mixture of methyl 4-((1S,3aS,5aR,5bR,7aS,9S,11aS,11bR,13aR,13bR)-3a-((2-(1,1-dioxidothiomorpholino)ethyl)amino)-1-isopropyl-5a,5b,8,8,11a-pentamethylicosahydro-1H-cyclopenta[a]chrysen-9-yl)benzoate (40 mg, 0.056 mmol) and sodium hydroxide (0.564 mL, 0.564 mmol) in dioxane (1 mL) was heated up at 80° C. for 3 hours. The reaction mixture was filtered and purified by HPLC to provide the title compound as white solid (30 mg, 73%). LCMS: m/e 695.46 (M+H)+, 2.55 min (method 10). 1H NMR (500 MHz, Ace... Reactants: CCc1nc(I)cn1CCN, O=CCCc1ccc(C(F)(F)F)c(Cl)c1. The product is CCc1nc(I)c2n1CCNC2CCc1ccc(C(F)(F)F)c(Cl)c1. Reaction SMILES: [CH2:1]([CH3:2])[c:3]1[n:4]([CH2:9][CH2:10][NH2:11])[cH:5][c:6]([I:8])[n:7]1.[Cl:12][c:13]1[cH:14][c:15]([CH2:23][CH2:24][CH:25]=[O:26])[cH:16][cH:17][c:18]1[C:19]([F:20])([F:21])[F:22]>>[CH2:1]([CH3:2])[c:3]1[n:4]2[c:5]([c:6]([I:8])[n:7]1)[CH:25]([CH2:24][CH2:23][c:15]1[cH:14][c:13]([Cl:12])[c:18]([C:19]([F:20])([F:21])[F:22])[cH:17][cH:16]1)[NH:11][CH2:10][CH2:9]2. Starting materials: [Mg] (magnesium), Cl[Si](OCC)(OCC)OCC (chlorotriethoxysilane), BrC1=CC=CC=2SC3=CC=CC=C3SC12 (Bromothianthrene). Run in C1CCOC1 (THF). The product is C(C)O[Si](C1=CC=2SC3=CC=CC=C3SC2C=C1)(OCC)OCC (2-(triethoxysilyl)thianthrene). Isolated yield 66.9%. As a reaction SMILES: [Mg].Cl[Si:3]([O:10][CH2:11][CH3:12])([O:7][CH2:8][CH3:9])[O:4][CH2:5][CH3:6].Br[C:14]1[C:27]2[S:26][C:25]3[C:20](=[CH:21][CH:22]=[CH:23][CH:24]=3)[S:19][C:18]=2[CH:17]=[CH:16][CH:15]=1>C1COCC1>[CH2:5]([O:4][Si:3]([O:10][CH2:11][CH3:12])([O:7][CH2:8][CH3:9])[C:16]1[CH:15]=[CH:14][C:27]2[S:26][C:25]3[C:20](=[CH:21][CH:22]=[CH:23][CH:24]=3)[S:19][C:18]=2[CH:17]=1)[CH3:6]. Procedure: A 3-neck 3 L flask was filled with magnesium turnings (35 g), THF (600 g) and chlorotriethoxysilane (278 g), and heated to reflux. Bromothianthrene solution from Example 4A was added to the flask in small portions. Grignard started instantly. The reaction was allowed to cool for 1 hour, after which magnesium salts were precipitated with heptanes (500 mL). The solution was filtered, followed by evaporation of volatiles by rotary evaporator. The material was distilled twice at <1 mbar, giving colo... Conditions: temperature 140 celsius. Yields the product CC1=CC(=NC2=CC=CC=C12)N[C@@H]1CN(CC1)C(CC1=CC=C(C=C1)OC(F)(F)F)=O (1-((S)-3-(4-methylquinolin-2-ylamino)pyrrolidin-1-yl)-2-(4-trifluoromethoxyphenyl)ethanone). Procedure: A mixture of 2-chloro-4-methylquinoline (0.30 g), 1-((S)-3-aminopyrrolidin-1-yl)-2-(4-trifluoromethoxyphenyl)ethanone mono hydrochloride (0.60 g), N,N-diisopropylethylamine (0.74 mL), and n-butanol (1.5 mL) was heated at 140° C. in a sealed tube for 23 h. The reaction mixture was diluted with chloroform and saturated aqueous sodium hydrogencarbonate, and then the aqueous layer was extracted with chloroform. The organic layer was dried with anhydrous sodium sulfate, the desiccant was removed by f... Yield: 33.1%. Reactants: ClC1=NC2=CC=CC=C2C(=C1)C (2-chloro-4-methylquinoline), Cl.N[C@@H]1CN(CC1)C(CC1=CC=C(C=C1)OC(F)(F)F)=O (1-((S)-3-aminopyrrolidin-1-yl)-2-(4-trifluoromethoxyphenyl)ethanone mono hydrochloride), C(C)(C)N(C(C)C)CC (N,N-diisopropylethylamine), C(CCC)O (n-butanol). Solvent: C(Cl)(Cl)Cl (chloroform), C(O)([O-])=O.[Na+] (sodium hydrogencarbonate). Reaction SMILES: Cl[C:2]1[CH:11]=[C:10]([CH3:12])[C:9]2[C:4](=[CH:5][CH:6]=[CH:7][CH:8]=2)[N:3]=1.Cl.[NH2:14][C@H:15]1[CH2:19][CH2:18][N:17]([C:20](=[O:33])[CH2:21][C:22]2[CH:27]=[CH:26][C:25]([O:28][C:29]([F:32])([F:31])[F:30])=[CH:24][CH:23]=2)[CH2:16]1.C(N(CC)C(C)C)(C)C.C(O)CCC>C(Cl)(Cl)Cl.C(=O)([O-])O.[Na+]>[CH3:12][C:10]1[C:9]2[C:4](=[CH:5][CH:6]=[CH:7][CH:8]=2)[N:3]=[C:2]([NH:14][C@H:15]2[CH2:19][CH2:18][N:17]([C:20](=[O:33])[CH2:21][C:22]3[CH:23]=[CH:24][C:25]([O:28][C:29]([F:30])([F:31])[F:32])=[CH:26][CH:27]=3)[CH2:16]2)[CH:11]=1 |f:1.2,6.7|.